From a dataset of the Open Reaction Database (ORD), a public repository of structured organic reaction records. describe an organic reaction: reactants, conditions, products, and yield The reactants are C([O-])([O-])=O.[K+].[K+] (Potassium carbonate), C(C)(C)(C)OC(=O)N[C@@]1([C@@H]2[C@H]([C@@H]2[C@@H]([C@H]1OCC1=CC(=C(C=C1)Cl)Cl)OC(=O)C1=CC=C(C=C1)[N+](=O)[O-])C(=O)OC(C)(C)C)C(=O)OC(C)(C)C (di-tert-butyl (1S,2R,3S,4S,5R,6R)-2-[(tert-butoxycarbonyl)amino]-3-[(3,4-dichlorobenzyl)oxy]-4-{[(4-nitrophenyl)carbonyl]oxy}bicyclo[3.1.0]hexane-2,6-dicarboxylate). Run in CO (methanol). Run at time 16 hour. Product: C(C)(C)(C)OC(=O)N[C@@]1([C@@H]2[C@H]([C@@H]2[C@@H]([C@H]1OCC1=CC(=C(C=C1)Cl)Cl)O)C(=O)OC(C)(C)C)C(=O)OC(C)(C)C (Di-tert-butyl (1S,2R,3S,4S,5R,6R)-2-[(tert-butoxycarbonyl)amino]-3-[(3,4-dichlorobenzyl)oxy]-4-hydroxybicyclo[3.1.0]hexane-2,6-dicarboxylate). Yield: 98.7%. RXN SMILES: C(=O)([O-])[O-].[K+].[K+].[C:7]([O:11][C:12]([NH:14][C@@:15]1([C:50]([O:52][C:53]([CH3:56])([CH3:55])[CH3:54])=[O:51])[C@H:20]([O:21][CH2:22][C:23]2[CH:28]=[CH:27][C:26]([Cl:29])=[C:25]([Cl:30])[CH:24]=2)[C@@H:19]([O:31]C(C2C=CC([N+]([O-])=O)=CC=2)=O)[C@@H:18]2[C@H:16]1[C@H:17]2[C:43]([O:45][C:46]([CH3:49])([CH3:48])[CH3:47])=[O:44])=[O:13])([CH3:10])([CH3:9])[CH3:8]>CO>[C:7]([O:11][C:12]([NH:14][C@@:15]1([C:50]([O:52][C:53]([CH3:56])([CH3:55])[CH3:54])=[O:51])[C@H:20]([O:21][CH2:22][C:23]2[CH:28]=[CH:27][C:26]([Cl:29])=[C:25]([Cl:30])[CH:24]=2)[C@@H:19]([OH:31])[C@@H:18]2[C@H:16]1[C@H:17]2[C:43]([O:45][C:46]([CH3:48])([CH3:47])[CH3:49])=[O:44])=[O:13])([CH3:10])([CH3:8])[CH3:9] |f:0.1.2|. Procedure details: Potassium carbonate (153.45 g, 1.11 mol) is added to a suspension of di-tert-butyl (1S,2R,3S,4S,5R,6R)-2-[(tert-butoxycarbonyl)amino]-3-[(3,4-dichlorobenzyl)oxy]-4-{[(4-nitrophenyl)carbonyl]oxy}bicyclo[3.1.0]hexane-2,6-dicarboxylate (273.00 g, 370.11 mmol) in methanol (3.28 L) at ambient temperature. After 16 hours, the reaction is concentrated in vacuo. The residue is dissolved in methyl tert-butyl ether (2 L), and washed subsequently with water (0.8 L), brine (0.8 L), dried over MgSO4, and con... Procedure: 10 g of 2-amino-4,6-dichloropyrimidine are suspended in 100 ml of ethanol. 11.80 g of methylamine are added as a 40% solution in water. The reaction mixture is refluxed for 3 hours. After it has returned to room temperature, 4 g of potassium hydroxide in solution in 40 ml of ethanol are added. After being stirred for half an hour the reaction mixture is filtered on paper. It is evaporated to dryness. The precipitate obtained is taken up in 25 ml of water, filtered off on sintered glass, rinsed w... The solvent is O (water), C(C)O (ethanol), C(C)O (ethanol), O (water). Isolated yield 87.9%. Reactants: NC1=NC(=CC(=N1)Cl)Cl (2-amino-4,6-dichloropyrimidine), [OH-].[K+] (potassium hydroxide), CN (methylamine), solution. Yields the product NC1=NC(=CC(=N1)NC)Cl (2-amino-4-methylamino-6-chloropyrimidine). Reaction SMILES: [NH2:1][C:2]1[N:7]=[C:6]([Cl:8])[CH:5]=[C:4](Cl)[N:3]=1.[CH3:10][NH2:11].[OH-].[K+]>C(O)C.O>[NH2:1][C:2]1[N:3]=[C:4]([NH:11][CH3:10])[CH:5]=[C:6]([Cl:8])[N:7]=1 |f:2.3|. Starting materials: CC1=NNC=C1C=O (3-methyl-1H-pyrazole-4-carbaldehyde), FC1=NC=CC=C1C#N (2-fluoropyridine-3-carbonitrile). Product: C(=O)C=1C(=NN(C1)C1=NC=CC=C1C#N)C (2-(4-Formyl-3-methyl-pyrazol-1-yl)pyridine-3-carbonitrile). The yield is 23.0%. As a reaction SMILES: [CH3:1][C:2]1[C:6]([CH:7]=[O:8])=[CH:5][NH:4][N:3]=1.F[C:10]1[C:15]([C:16]#[N:17])=[CH:14][CH:13]=[CH:12][N:11]=1>>[CH:7]([C:6]1[C:2]([CH3:1])=[N:3][N:4]([C:10]2[C:15]([C:16]#[N:17])=[CH:14][CH:13]=[CH:12][N:11]=2)[CH:5]=1)=[O:8]. Reported procedure: The compound of Preparation 20 is essentially prepared as described in Preparation 19 by using 3-methyl-1H-pyrazole-4-carbaldehyde and 2-fluoropyridine-3-carbonitrile. The title compound is obtained with a yield of 23%. MS (m/z): 213 (M+1).